describe an organic reaction: reactants, conditions, products, and yield From a dataset of the Open Reaction Database (ORD), a public repository of structured organic reaction records. Reactants: C(C)(C)C1=NC(=C(C(=C1C(=O)OCC)C1=C(C=CC=C1)C)C=CCCC)C(C)C (Ethyl 2,6-diisopropyl-4-(2-methylphenyl)-5-(pent-1-enyl)-pyridine-3-carboxylate), C24H33NO. The solvent is C(C)(=O)OCC.CCCCCC (ethyl acetate n-hexane). The product is C(C)(C)C1=NC(=C(C(=C1CO)C1=C(C=CC=C1)C)C=CCCC)C(C)C (2,6-Diisopropyl-3-hydroxymethyl-4-(2-methylphenyl)-5-(pent-1-enyl)pyridine). Reaction SMILES: [CH:1]([C:4]1[C:9]([C:10](OCC)=[O:11])=[C:8]([C:15]2[CH:20]=[CH:19][CH:18]=[CH:17][C:16]=2[CH3:21])[C:7]([CH:22]=[CH:23][CH2:24][CH2:25][CH3:26])=[C:6]([CH:27]([CH3:29])[CH3:28])[N:5]=1)([CH3:3])[CH3:2]>C(OCC)(=O)C.CCCCCC>[CH:1]([C:4]1[C:9]([CH2:10][OH:11])=[C:8]([C:15]2[CH:20]=[CH:19][CH:18]=[CH:17][C:16]=2[CH3:21])[C:7]([CH:22]=[CH:23][CH2:24][CH2:25][CH3:26])=[C:6]([CH:27]([CH3:28])[CH3:29])[N:5]=1)([CH3:3])[CH3:2] |f:1.2|. Procedure details: The title compound was prepared from the intermediate obtained in Step A by the procedure described in Example 125, Step F. 1H NMR (300 MHz, CDCl3) (reported as a mixture of olefin isomers): δ 0.70 (t, J=7.5 Hz, 3 H), 1.10-1.40 (m, 15 H), 1.87 (tdd, J=7.5, 7.5, 1.5, 2 H), 1.95 (s, 3 H), 3.30-3.50 (m, 2 H), 4.20 (m, 1 H), 4.45 (m, 1 H), 5.30 (m, 1 H), 5.93 (m, 2 H), 6.90-7.30 (m, 4 H). FAB-MS: calculated for C24H33NO 352; found 352 (M+H, 100%). Rf=0.32 (10% ethyl acetate/n-hexane). mp 76-79° C.